From a dataset of the Open Reaction Database (ORD), a public repository of structured organic reaction records. describe an organic reaction: reactants, conditions, products, and yield Starting materials: C=CCOC(=O)N1CC(SC(C)=O)CC1C(=O)O, C=CCOC(=O)C=Cc1ccc(OCC=C)c(N)c1, C=CCOC(=O)C=Cc1cccc(N)c1. Product: C=CCOC(=O)C=Cc1ccc(OCC=C)c(NC(=O)C2CC(SC(C)=O)CN2C(=O)OCC=C)c1. Reaction SMILES: [C:20]([CH3:21])(=[O:22])[S:23][CH:24]1[CH2:25][CH:26]([C:35](=[O:36])[OH:37])[N:27]([C:29](=[O:30])[O:31][CH2:32][CH:33]=[CH2:34])[CH2:28]1.[CH2:1]([CH:2]=[CH2:3])[O:4][c:5]1[c:6]([NH2:19])[cH:7][c:8]([CH:9]=[CH:10][C:11](=[O:12])[O:13][CH2:14][CH:15]=[CH2:16])[cH:17][cH:18]1.[NH2:38][c:39]1[cH:40][c:41]([CH:45]=[CH:46][C:47]([O:48][CH2:49][CH:50]=[CH2:51])=[O:52])[cH:42][cH:43][cH:44]1>>[CH2:1]([CH:2]=[CH2:3])[O:4][c:5]1[c:6]([NH:19][C:35]([CH:26]2[CH2:25][CH:24]([S:23][C:20]([CH3:21])=[O:22])[CH2:28][N:27]2[C:29](=[O:30])[O:31][CH2:32][CH:33]=[CH2:34])=[O:36])[cH:7][c:8]([CH:9]=[CH:10][C:11](=[O:12])[O:13][CH2:14][CH:15]=[CH2:16])[cH:17][cH:18]1. Starting materials: C1CCOC1, COc1nn(-c2cccc(NC(C)=O)c2)c(=O)n(Cc2ccc(Cl)cc2)c1=O, Cl. Product: COc1nn(-c2cccc(N)c2)c(=O)n(Cc2ccc(Cl)cc2)c1=O. Reaction SMILES: [CH2:30]1[O:31][CH2:32][CH2:33][CH2:34]1.[Cl:1][c:2]1[cH:3][cH:4][c:5]([CH2:6][n:7]2[c:8](=[O:26])[n:9](-[c:16]3[cH:17][c:18]([NH:22][C:23](=[O:24])[CH3:25])[cH:19][cH:20][cH:21]3)[n:10][c:11]([O:14][CH3:15])[c:12]2=[O:13])[cH:27][cH:28]1.[ClH:29]>>[Cl:1][c:2]1[cH:3][cH:4][c:5]([CH2:6][n:7]2[c:8](=[O:26])[n:9](-[c:16]3[cH:17][c:18]([NH2:22])[cH:19][cH:20][cH:21]3)[n:10][c:11]([O:14][CH3:15])[c:12]2=[O:13])[cH:27][cH:28]1.